This data is from the Open Reaction Database (ORD), a public repository of structured organic reaction records. The task is: describe an organic reaction: reactants, conditions, products, and yield Starting materials: O=C(O)c1cc(Br)c(Br)[nH]1, CC(C)(C)OC(=O)N1CCC(CN)C1. Product: CC(C)(C)OC(=O)N1CCC(CNC(=O)c2cc(Br)c(Br)[nH]2)C1. As a reaction SMILES: [Br:15][c:16]1[cH:17][c:18]([C:22](=[O:23])[OH:24])[nH:19][c:20]1[Br:21].[NH2:1][CH2:2][CH:3]1[CH2:4][N:5]([C:8](=[O:9])[O:10][C:11]([CH3:12])([CH3:13])[CH3:14])[CH2:6][CH2:7]1>>[NH:1]([CH2:2][CH:3]1[CH2:4][N:5]([C:8](=[O:9])[O:10][C:11]([CH3:12])([CH3:13])[CH3:14])[CH2:6][CH2:7]1)[C:22]([c:18]1[cH:17][c:16]([Br:15])[c:20]([Br:21])[nH:19]1)=[O:23].